This data is from the Open Reaction Database (ORD), a public repository of structured organic reaction records. The task is: describe an organic reaction: reactants, conditions, products, and yield Reactants: C(C)OC(=O)C=1C(=C2C(=C(N1)Br)SN=C2C2=CC=C(C=C2)F)O (7-bromo-3-(4-fluoro-phenyl)-4-hydroxy-isothiazolo[5,4-c]pyridine-5-carboxylic acid ethyl ester), NCC(=O)O (glycine). Product: BrC=1N=C(C(=C2C1SN=C2C2=CC=C(C=C2)F)O)C(=O)NCC(=O)O ({[7-Bromo-3-(4-fluoro-phenyl)-4-hydroxy-isothiazolo[5,4-c]pyridine-5-carbonyl]-amino}-acetic acid). Reaction SMILES: C(O[C:4]([C:6]1[C:7]([OH:23])=[C:8]2[C:15]([C:16]3[CH:21]=[CH:20][C:19]([F:22])=[CH:18][CH:17]=3)=[N:14][S:13][C:9]2=[C:10]([Br:12])[N:11]=1)=[O:5])C.[NH2:24][CH2:25][C:26]([OH:28])=[O:27]>>[Br:12][C:10]1[N:11]=[C:6]([C:4]([NH:24][CH2:25][C:26]([OH:28])=[O:27])=[O:5])[C:7]([OH:23])=[C:8]2[C:15]([C:16]3[CH:17]=[CH:18][C:19]([F:22])=[CH:20][CH:21]=3)=[N:14][S:13][C:9]=12. Reported procedure: The title compound was synthesized in analogy to Example 1 from 7-bromo-3-(4-fluoro-phenyl)-4-hydroxy-isothiazolo[5,4-c]pyridine-5-carboxylic acid ethyl ester and glycine: MS (m/z) 423.9, 426.0 (M−1). The reactants are C(CCCC)=O (n-pentanal), C(CC)C(C=O)=CCCCC (2-propylheptenal). The product is C(CCCC)=O (n-pentanal), CC(C=O)CC (2-methylbutanal), C(CC)C(C=O)=CC(CC)C (2-propyl-4-methylhexenal). RXN SMILES: [CH:1](=[O:6])[CH2:2][CH2:3][CH2:4][CH3:5].[CH2:7]([C:10](=[CH:13][CH2:14][CH2:15][CH2:16]C)[CH:11]=[O:12])[CH2:8][CH3:9]>>[CH:1](=[O:6])[CH2:2][CH2:3][CH2:4][CH3:5].[CH3:13][CH:10]([CH2:7][CH3:8])[CH:11]=[O:12].[CH2:7]([C:10](=[CH:13][CH:14]([CH3:1])[CH2:15][CH3:16])[CH:11]=[O:12])[CH2:8][CH3:9]. Procedure: This example describes the process according to the invention for the aldol condensation of n-pentanal (n-valeraldehyde) to 2-propylheptenal (1+1 product), and the co-aldolization of n-pentanal with 2-methylbutanal to give the cross-product (1+2 product) 2-propyl-4-methylhexenal. The reactants are O=C([O-])O, C1=CC2=C(CCCC2)n2c3c(c4cnccc42)CCC=C13, CN(C)C=O, CC(Cl)C1CC1, [Na+], O. RXN SMILES: [C:28](=[O:29])([OH:30])[O-:31].[CH2:1]1[CH2:2][CH2:3][CH2:4][C:5]2=[C:11]1[n:10]1[c:9]3[c:14]([c:13]4[c:12]1[cH:21][cH:20][n:19][cH:18]4)[CH2:15][CH2:16][CH:17]=[C:8]3[CH:7]=[CH:6]2.[CH3:33][N:34]([CH3:35])[CH:36]=[O:37].[Cl:22][CH:23]([CH3:24])[CH:25]1[CH2:26][CH2:27]1.[Na+:32].[OH2:38]>>[CH2:1]1[CH2:2][CH:3]([CH:23]([CH3:24])[CH:25]2[CH2:26][CH2:27]2)[CH2:4][C:5]2=[C:11]1[n:10]1[c:9]3[c:14]([c:13]4[c:12]1[cH:21][cH:20][n:19][cH:18]4)[CH2:15][CH2:16][CH:17]=[C:8]3[CH:7]=[CH:6]2.[ClH:22]. Yields the product CC(C1CC1)C1CCC2=C(C=CC3=CCCc4c3n2c2ccncc42)C1, Cl.